Dataset: the Open Reaction Database (ORD), a public repository of structured organic reaction records. Task: describe an organic reaction: reactants, conditions, products, and yield Starting materials: CO, Cn1c(C(O)CO)cnc1[N+](=O)[O-], O. The product is Cn1c(C=O)cnc1[N+](=O)[O-]. As a reaction SMILES: [CH3:14][OH:15].[CH3:1][n:2]1[c:3]([N+:11](=[O:12])[O-:13])[n:4][cH:5][c:6]1[CH:7]([CH2:8][OH:9])[OH:10].[OH2:16]>>[CH3:1][n:2]1[c:3]([N+:11](=[O:12])[O-:13])[n:4][cH:5][c:6]1[CH:7]=[O:10]. Run in CO (methanol). Reaction conditions: time 8 hour. Reactants: C(C)(C)(C)NC1=CC(=C(C(=O)OC)C=C1[N+](=O)[O-])COC (methyl 4-(tert-butylamino)-2-(methoxymethyl)-5-nitrobenzoate), Cl (hydrochloric acid). Reaction SMILES: C([NH:5][C:6]1[C:15]([N+:16]([O-:18])=[O:17])=[CH:14][C:9]([C:10]([O:12][CH3:13])=[O:11])=[C:8]([CH2:19][O:20][CH3:21])[CH:7]=1)(C)(C)C.Cl>CO>[NH2:5][C:6]1[C:15]([N+:16]([O-:18])=[O:17])=[CH:14][C:9]([C:10]([O:12][CH3:13])=[O:11])=[C:8]([CH2:19][O:20][CH3:21])[CH:7]=1. Procedure: To a mixed liquid of 6.80 g of methyl 4-(tert-butylamino)-2-(methoxymethyl)-5-nitrobenzoate and 68.0 mL of methanol was added 37.0 mL of 6 M hydrochloric acid, followed by stirring overnight under the heating and refluxing condition. The solvent was evaporated under reduced pressure, and then 111 mL of methanol and 1.00 mL of concentrated sulfuric acid were added thereto, followed by stirring overnight under the heating and refluxing condition. Ethyl acetate and a saturated aqueous sodium hydrog... The product is NC1=CC(=C(C(=O)OC)C=C1[N+](=O)[O-])COC (methyl 4-amino-2-(methoxymethyl)-5-nitrobenzoate). The yield is 85.8%. Reaction conditions: time 0.5 hour. Isolated yield 48.0%. Reactants: CC1=C(N)C=CC(=C1)I (2-methyl-4-iodoaniline), [Li+].CC(C)[N-]C(C)C (LDA), N1N=NN=C1C1=C(C=CC(=C1)Cl)F (1-(tetrazol-5-yl)-2-fluoro-5-chlorobenzene), C(Cl)Cl (CH2Cl2). RXN SMILES: [CH3:1][C:2]1[CH:8]=[C:7]([I:9])[CH:6]=[CH:5][C:3]=1[NH2:4].[Li+].CC([N-]C(C)C)C.[NH:18]1[C:22](C2C=C(Cl)C=CC=2F)=[N:21][N:20]=[N:19]1.C(Cl)[Cl:32]>C1COCC1>[Cl:32][C:7]1([I:9])[CH:6]=[CH:5][CH:3]([NH2:4])[C:2]([C:22]2[NH:21][N:20]=[N:19][N:18]=2)([CH3:1])[CH2:8]1 |f:1.2|. The solvent is C1CCOC1 (THF), C1CCOC1 (THF). The product is ClC1(CC(C(C=C1)N)(C)C1=NN=NN1)I (4-Chloro-2-(1H-tetrazol-5-yl)-(4-iodo-2-methyl-phenyl)-amine). Procedure: To a solution of 2-methyl-4-iodoaniline (3.52 g, 0.0151 mol) in THF (25 mL) at −78° C., LDA (2 molar solution in THF, 11.33 mL, 0.02267 mol) was added dropwise. After stirring for 0.5 hours, a solution of 1-(tetrazol-5-yl)-2-fluoro-5-chlorobenzene (1.5 g, 0.00756 mol) in THF (15 mL) was added dropwise. The reaction was stirred for 16 hours as it warmed up to room temperature. The reaction mixture was quenched with aqueous conc. NH4Cl solution and extracted with CH2Cl2. The organic layer was drie... Starting materials: CO, Cl, [Fe], [Na+], Cl[Ni]Cl, [OH-], O, S, Sc1nc2ccccc2s1. Product: c1ccc2scnc2c1. RXN SMILES: [CH3:11][OH:12].[ClH:13].[Fe:18].[Na+:16].[Ni:19]([Cl:20])[Cl:21].[OH-:15].[OH2:17].[SH2:14].[SH:1][c:2]1[s:3][c:4]2[c:5]([n:6]1)[cH:7][cH:8][cH:9][cH:10]2>>[cH:2]1[s:3][c:4]2[c:5]([n:6]1)[cH:7][cH:8][cH:9][cH:10]2. Reactants: C(C1=CC=CC=C1)N1CC(C2(CCN(C2=O)C2=CC=C(C=C2)OC(F)(F)F)CC1)O ((5SR,6RS)-8-benzyl-6-hydroxy-2-(4-trifluoromethoxy-phenyl)-2,8-diaza-spiro[4.5]decan-1-one), C(C)(=O)O (acetic acid), [OH-].[Na+] (NaOH). Reagents/catalysts: [OH-].[OH-].[Pd+2] (Pearlman's catalyst). The solvent is CO (MeOH), O (water). Reaction conditions: time 4 hour. The product is OC1C2(CCN(C2=O)C2=CC=C(C=C2)OC(F)(F)F)CCNC1 ((5SR,6RS)-6-hydroxy-2-(4-trifluoromethoxy-phenyl)-2,8-diaza-spiro[4.5]decan-1-one). RXN SMILES: C([N:8]1[CH2:29][CH2:28][C:11]2([C:15](=[O:16])[N:14]([C:17]3[CH:22]=[CH:21][C:20]([O:23][C:24]([F:27])([F:26])[F:25])=[CH:19][CH:18]=3)[CH2:13][CH2:12]2)[CH:10]([OH:30])[CH2:9]1)C1C=CC=CC=1.C(O)(=O)C.[OH-].[Na+]>[OH-].[OH-].[Pd+2].CO.O>[OH:30][CH:10]1[CH2:9][NH:8][CH2:29][CH2:28][C:11]21[C:15](=[O:16])[N:14]([C:17]1[CH:22]=[CH:21][C:20]([O:23][C:24]([F:27])([F:25])[F:26])=[CH:19][CH:18]=1)[CH2:13][CH2:12]2 |f:2.3,4.5.6|. Procedure: A mixture of (5SR,6RS)-8-benzyl-6-hydroxy-2-(4-trifluoromethoxy-phenyl)-2,8-diaza-spiro[4.5]decan-1-one (293 mg, 0.70 mmol), acetic acid (1 ml) and Pearlman's catalyst (195 mg) in MeOH (20 ml) was stirred at room temperature under an atmospheric pressure of H2 for 4 h. The catalyst was removed by filtration and the filtrate was evaporated to give a crude residue was dissolved in water and the solution was made basic with 1N NaOH and extracted with ethyl acetate. The combined organic extracts wer...